From a dataset of the Open Reaction Database (ORD), a public repository of structured organic reaction records. describe an organic reaction: reactants, conditions, products, and yield Starting materials: [OH-].[Na+] (sodium hydroxide), COC(=O)C1(OC1)C(CCCCCOC1=CC=C(C=C1)Cl)F (2-[6-(4-chlorophenoxy)-1-fluorohexyl]-2-oxiranecarboxylic acid methyl ester), O1CCCC1 (tetrahydrofuran). Solvent: C(C)O (ethanol). Conditions: time 30 minute. The product is [Na+].ClC1=CC=C(OCCCCCC(F)C2(OC2)C(=O)[O-])C=C1 (2-[6-(4-Chlorophenoxy)-1-fluorohexyl]-2-oxiranecarboxylic acid sodium salt). Yield: 83.9%. RXN SMILES: C[O:2][C:3]([C:5]1([CH:8]([F:22])[CH2:9][CH2:10][CH2:11][CH2:12][CH2:13][O:14][C:15]2[CH:20]=[CH:19][C:18]([Cl:21])=[CH:17][CH:16]=2)[CH2:7][O:6]1)=[O:4].[OH-].[Na+:24].O1CCCC1>C(O)C>[Na+:24].[Cl:21][C:18]1[CH:19]=[CH:20][C:15]([O:14][CH2:13][CH2:12][CH2:11][CH2:10][CH2:9][CH:8]([C:5]2([C:3]([O-:4])=[O:2])[CH2:7][O:6]2)[F:22])=[CH:16][CH:17]=1 |f:1.2,5.6|. Reported procedure: To a suspension of 1.79 g (5.41 mmol) of 2-[6-(4-chlorophenoxy)-1-fluorohexyl]-2-oxiranecarboxylic acid methyl ester (isomer A) of Example 3 in 5.14 ml of absolute ethanol is added at room temperature 5.14 ml (5.14 mmol) of 1N aqueous sodium hydroxide. After 30 minutes, 4.0 ml of tetrahydrofuran is aded to achieve total dissolution and stirring is maintained for 1.25 hours. Evaporation of the solvents and trituration with pentane and isopropyl ether gives 1.46 g (79.7%) of the title compound: m.... Starting materials: COC(=O)c1ccccc1S(=O)(=O)Nc1cc(C(F)(F)F)ccc1Nc1ccc(C#N)cc1, CO, Cl, [Na+], [OH-]. Product: N#Cc1ccc(Nc2ccc(C(F)(F)F)cc2NS(=O)(=O)c2ccccc2C(=O)O)cc1. RXN SMILES: [C:1](#[N:2])[c:3]1[cH:4][cH:5][c:6]([NH:9][c:10]2[c:11]([NH:20][S:21](=[O:22])(=[O:23])[c:24]3[c:25]([C:26](=[O:27])[O:28][CH3:29])[cH:30][cH:31][cH:32][cH:33]3)[cH:12][c:13]([C:16]([F:17])([F:18])[F:19])[cH:14][cH:15]2)[cH:7][cH:8]1.[CH3:37][OH:38].[ClH:36].[Na+:35].[OH-:34]>>[C:1](#[N:2])[c:3]1[cH:4][cH:5][c:6]([NH:9][c:10]2[c:11]([NH:20][S:21](=[O:22])(=[O:23])[c:24]3[c:25]([C:26](=[O:27])[OH:28])[cH:30][cH:31][cH:32][cH:33]3)[cH:12][c:13]([C:16]([F:17])([F:18])[F:19])[cH:14][cH:15]2)[cH:7][cH:8]1. The reactants are COc1ccc(C2(C(=O)O)CCCCC2)cc1, CN(C)C=O, O=C(Cl)C(=O)Cl, ClCCl. Yields the product COc1ccc(C2(C(=O)Cl)CCCCC2)cc1. Reaction SMILES: [CH3:1][O:2][c:3]1[cH:4][cH:5][c:6]([C:9]2([C:15](=[O:16])[OH:17])[CH2:10][CH2:11][CH2:12][CH2:13][CH2:14]2)[cH:7][cH:8]1.[CH3:24][N:25]([CH3:26])[CH:27]=[O:28].[Cl:18][C:19]([C:20]([Cl:21])=[O:22])=[O:23].[Cl:29][CH2:30][Cl:31]>>[CH3:1][O:2][c:3]1[cH:4][cH:5][c:6]([C:9]2([C:15](=[O:17])[Cl:18])[CH2:10][CH2:11][CH2:12][CH2:13][CH2:14]2)[cH:7][cH:8]1.